Dataset: the Open Reaction Database (ORD), a public repository of structured organic reaction records. Task: describe an organic reaction: reactants, conditions, products, and yield Reactants: O (water), CC1(OC(CC(O1)=O)=O)C (2,2-dimethyl-1,3-dioxane-4,6-dione), C(OC)(OC)OC (trimethyl orthoformate), ClC1=CC=C(N)C(=C1)C (4-chloro-6-methylaniline). Solvent: CN(C)C=O (DMF). Product: ClC=1C=C2C(=CC=NC2=C(C1)C)O (6-Chloro-8-methylquinolin-4-ol). As a reaction SMILES: CC1(C)O[C:6](=O)[CH2:5][C:4](=O)[O:3]1.C(OC)(OC)OC.[Cl:18][C:19]1[CH:25]=[C:24]([CH3:26])[C:22]([NH2:23])=[CH:21][CH:20]=1.O>CN(C=O)C>[Cl:18][C:19]1[CH:20]=[C:21]2[C:22](=[C:24]([CH3:26])[CH:25]=1)[N:23]=[CH:6][CH:5]=[C:4]2[OH:3]. Procedure: A solution of 2,2-dimethyl-1,3-dioxane-4,6-dione (1.58 g, 11.0 mmol) in trimethyl orthoformate (10 mL, 90 mmol) was refluxed for one hour. The mixture was cooled slightly, then a solution of 4-chloro-6-methylaniline (1.4 g, 10 mmol) in DMF (10 mL) was added. The mixture was refluxed for 2 hours then cooled to room temperature. The mixture was poured into cold water (150 mL) then extracted with EtOAc. The organic phase was washed with water then saturated NaCl (aq), dried over Na2SO4, filtered, t... Product: NC(=NO)c1cnc(-c2ccc(Cl)cc2)nc1N. The reactants are CS(C)=O, CC(C)(C)[O-], Cl, [K+], N#Cc1cnc(-c2ccc(Cl)cc2)nc1N, NO, NO. RXN SMILES: [CH3:28][S:29](=[O:30])[CH3:31].[CH3:6][C:7]([CH3:8])([O-:9])[CH3:10].[ClH:3].[K+:11].[NH2:12][c:13]1[n:14][c:15](-[c:21]2[cH:22][cH:23][c:24]([Cl:27])[cH:25][cH:26]2)[n:16][cH:17][c:18]1[C:19]#[N:20].[NH2:1][OH:2].[NH2:4][OH:5]>>[N:1]([OH:2])=[C:19]([c:18]1[c:13]([NH2:12])[n:14][c:15](-[c:21]2[cH:22][cH:23][c:24]([Cl:27])[cH:25][cH:26]2)[n:16][cH:17]1)[NH2:20]. Reactants: resultant mixture, CC=1C=C(C=CC1C)CCCNC(CC1=CC(=C(C=C1)OCCN)OC)=O (N-{3-(3,4-dimethylphenyl)propyl}-4-(2-aminoethoxy)-3-methoxyphenylacetamide), C(C)(=O)OC=1C(C(=O)O)=CC=CC1 (acetylsalicylic acid), ON1N=NC2=C1C=CC=C2 (1-hydroxylbenzotriazole). The solvent is mixture, C(C)#N (acetonitrile), CN(C=O)C (dimethylformamide). Yields the product CC=1C=C(C=CC1C)CCCNC(CC1=CC(=C(C=C1)OCCNC(C1=C(C=CC=C1)OC(C)=O)=O)OC)=O (N-{3-(3,4-dimethylphenyl)propyl }-4-[2-{N-(2-acetoxybenzoyl)}aminoethoxy]-3-methoxyphenylacetamide). Yield: 62.6%. As a reaction SMILES: [CH3:1][C:2]1[CH:3]=[C:4]([CH2:9][CH2:10][CH2:11][NH:12][C:13](=[O:27])[CH2:14][C:15]2[CH:20]=[CH:19][C:18]([O:21][CH2:22][CH2:23][NH2:24])=[C:17]([O:25][CH3:26])[CH:16]=2)[CH:5]=[CH:6][C:7]=1[CH3:8].[C:28]([O:31][C:32]1[C:33](=[CH:37][CH:38]=[CH:39][CH:40]=1)[C:34](O)=[O:35])(=[O:30])[CH3:29].ON1C2C=CC=CC=2N=N1>C(#N)C.CN(C)C=O>[CH3:1][C:2]1[CH:3]=[C:4]([CH2:9][CH2:10][CH2:11][NH:12][C:13](=[O:27])[CH2:14][C:15]2[CH:20]=[CH:19][C:18]([O:21][CH2:22][CH2:23][NH:24][C:34](=[O:35])[C:33]3[CH:37]=[CH:38][CH:39]=[CH:40][C:32]=3[O:31][C:28](=[O:30])[CH3:29])=[C:17]([O:25][CH3:26])[CH:16]=2)[CH:5]=[CH:6][C:7]=1[CH3:8]. Procedure details: 0.27 g (0.66 mmol) of N-{3-(3,4-dimethylphenyl)propyl}-4-(2-aminoethoxy)-3-methoxyphenylacetamide obtained in Step 5 of Example 3, 0.17 g (0.94 mmol) of acetylsalicylic acid and 0.10 g (0.74 mmol) of 1-hydroxylbenzotriazole were dissolved in 15 ml of a mixture of acetonitrile and dimethylformamide(1:2). 0.19 g (0.92 mmol) of dicyclohexanecarbodiimide was added thereto and the resultant mixture was stirred at a room temperature for 2 days. White precipitates were removed and the remaining solutio... Starting materials: CC1=CC=C(C=C1)C1=C(C=NO1)C(=O)O (5-(4-methylphenyl)isoxazole-4-carboxylic acid), C(C(=O)O)(=O)O.COC1=CC=C(CC2CNCC2)C=C1 (3-(4-methoxybenzyl)pyrrolidine oxalate). Yields the product COC1=CC=C(CC2CN(CC2)C(=O)C=2C=NOC2C2=CC=C(C=C2)C)C=C1 (4-{[3-(4-Methoxybenzyl)pyrrolidin-1-yl]carbonyl}-5-(4-methylphenyl)isoxazole), solid. RXN SMILES: [CH3:1][C:2]1[CH:7]=[CH:6][C:5]([C:8]2[O:12][N:11]=[CH:10][C:9]=2[C:13]([OH:15])=O)=[CH:4][CH:3]=1.C(O)(=O)C(O)=O.[CH3:22][O:23][C:24]1[CH:35]=[CH:34][C:27]([CH2:28][CH:29]2[CH2:33][CH2:32][NH:31][CH2:30]2)=[CH:26][CH:25]=1>>[CH3:22][O:23][C:24]1[CH:25]=[CH:26][C:27]([CH2:28][CH:29]2[CH2:33][CH2:32][N:31]([C:13]([C:9]3[CH:10]=[N:11][O:12][C:8]=3[C:5]3[CH:4]=[CH:3][C:2]([CH3:1])=[CH:7][CH:6]=3)=[O:15])[CH2:30]2)=[CH:34][CH:35]=1 |f:1.2|. Procedure details: The title compound was prepared from 5-(4-methylphenyl)isoxazole-4-carboxylic acid (10.2 mg, 0.050 mmol) and 3-(4-methoxybenzyl)pyrrolidine oxalate (16.9 mg, 0.060 mmol) as described in synthetic method B and thereafter purified by preparative HPLC method B to give a solid (5.5 mg). Calcd for C23H24N2O3: 376.1787, found 376.1801.